Dataset: the Open Reaction Database (ORD), a public repository of structured organic reaction records. Task: describe an organic reaction: reactants, conditions, products, and yield Starting materials: Cl, COc1ccc(O)c([N+](=O)[O-])c1, [Na+], [Na+], [Na+], [OH-], O, O=S([O-])([O-])=S. Product: COc1ccc(O)c(N)c1. RXN SMILES: [ClH:22].[N+:1]([O-:2])(=[O:3])[c:4]1[c:5]([OH:12])[cH:6][cH:7][c:8]([O:10][CH3:11])[cH:9]1.[Na+:14].[Na+:20].[Na+:21].[OH-:13].[OH2:23].[S:15]([O-:16])([O-:17])(=[O:18])=[S:19]>>[NH2:1][c:4]1[c:5]([OH:12])[cH:6][cH:7][c:8]([O:10][CH3:11])[cH:9]1. Starting materials: Oc1cccc(Br)c1F, CC#CC(=O)OCC, C1CCC2=NCCCN2CC1, C1CCOC1. Product: CCOC(=O)C=C(C)Oc1cccc(Br)c1F. RXN SMILES: [Br:1][c:2]1[c:3]([F:9])[c:4]([OH:8])[cH:5][cH:6][cH:7]1.[CH2:10]([CH3:11])[O:12][C:13]([C:14]#[C:15][CH3:16])=[O:17].[N:18]12[CH2:19][CH2:20][CH2:21][N:22]=[C:23]1[CH2:24][CH2:25][CH2:26][CH2:27][CH2:28]2.[O:29]1[CH2:30][CH2:31][CH2:32][CH2:33]1>>[Br:1][c:2]1[c:3]([F:9])[c:4]([O:8][C:15](=[CH:14][C:13]([O:12][CH2:10][CH3:11])=[O:17])[CH3:16])[cH:5][cH:6][cH:7]1. Starting materials: ClCCl, CNC(=O)C1CN(C(=O)c2ccc(F)cc2)CCc2c1[nH]c1ccccc21, O. The product is CNC(=O)C1=CN(C(=O)c2ccc(F)cc2)CCc2c1[nH]c1ccccc21. RXN SMILES: [Cl:29][CH2:30][Cl:31].[F:1][c:2]1[cH:3][cH:4][c:5]([C:6](=[O:7])[N:8]2[CH2:9][CH:10]([C:22](=[O:23])[NH:24][CH3:25])[c:11]3[nH:12][c:13]4[cH:14][cH:15][cH:16][cH:17][c:18]4[c:19]3[CH2:20][CH2:21]2)[cH:26][cH:27]1.[OH2:28]>>[F:1][c:2]1[cH:3][cH:4][c:5]([C:6](=[O:7])[N:8]2[CH:9]=[C:10]([C:22](=[O:23])[NH:24][CH3:25])[c:11]3[nH:12][c:13]4[cH:14][cH:15][cH:16][cH:17][c:18]4[c:19]3[CH2:20][CH2:21]2)[cH:26][cH:27]1. Starting materials: CCCCCCC.C(C)(=O)OCC (heptane ethyl acetate), BrCCCCl (1-Bromo-3-chloropropane), ClC1=C(C(=CC(=C1)C(F)(F)F)Cl)N1N=C(C(=C1NC)SC(F)(F)F)C#N (1-(2,6-dichloro-4-trifluoromethylphenyl)-3-cyano-5-methylamino-4-trifluoromethylthiopyrazole), [H-].[Na+] (sodium hydride). The solvent is O (water), O1CCCC1 (tetrahydrofuran). Product: ClCCCN(C)C1=C(C(=NN1C1=C(C=C(C=C1Cl)C(F)(F)F)Cl)C#N)SC(F)(F)F (5-[N-(3-Chloropropyl)N-methylamino]-1-(2,6-dichloro-4-trifluoromethylphenyl)-3-cyano-4-trifluoromethylthiopyrazole), solid. RXN SMILES: Br[CH2:2][CH2:3][CH2:4][Cl:5].[Cl:6][C:7]1[CH:12]=[C:11]([C:13]([F:16])([F:15])[F:14])[CH:10]=[C:9]([Cl:17])[C:8]=1[N:18]1[C:22]([NH:23][CH3:24])=[C:21]([S:25][C:26]([F:29])([F:28])[F:27])[C:20]([C:30]#[N:31])=[N:19]1.[H-].[Na+].CCCCCCC.C(OCC)(=O)C>O1CCCC1.O>[Cl:5][CH2:4][CH2:3][CH2:2][N:23]([C:22]1[N:18]([C:8]2[C:9]([Cl:17])=[CH:10][C:11]([C:13]([F:14])([F:15])[F:16])=[CH:12][C:7]=2[Cl:6])[N:19]=[C:20]([C:30]#[N:31])[C:21]=1[S:25][C:26]([F:29])([F:28])[F:27])[CH3:24] |f:2.3,4.5|. Reported procedure: 1-Bromo-3-chloropropane (1.62 g, 1.6 mmol) was added to a mixture of 1-(2,6-dichloro-4-trifluoromethylphenyl)-3-cyano-5-methylamino-4-trifluoromethylthiopyrazole (3.0 g, 6.9 mmol) and sodium hydride (0.35 g, 8.9 mmol) in tetrahydrofuran (45 ml) under a nitrogen atmosphere, and the mixture heated under reflux for 6 hours. After extractive workup (heptane-ethyl acetate, water) and chromatography the title product was obtained as a solid (1.83 g); 1H-NMR: 1.81 (2H), 2.88 (3H), 3.21 (2H), 3.37 (2H),... Starting materials: C(C)(C)(C)C=1C(=C(C=C(C1)C=1C(=NC=CC1)OC)N(C(C1=CC=C(C=C1)NS(=O)(=O)C)=O)C)OC (N-[3-tert-butyl-2-methoxy-5-(2-methoxypyridin-3-yl)phenyl]-4-methanesulfonylamino-N-methylbenzamide), Br (HBr). Reported procedure: To a solution of 142 (0.17 g, 0.33 mmol) in HOAc (3 mL) was added concentrated aqueous HBr (48%, 0.11 mL), and the solution was heated in a sealed tube at 60° C. for 15 h. The reaction mixture was cooled to RT, diluted with EtOAc, and washed sequentially with water and saturated aqueous NaHCO3. The organic layer was dried (Na2SO4), filtered and concentrated. The crude residue was purified by SiO2 chromatography eluting with DCM/MeOH/NH4OH to afford 0.15 g (93%) of N-[3-tert-butyl-2-methoxy-5-(2-... RXN SMILES: [C:1]([C:5]1[C:6]([O:34][CH3:35])=[C:7]([N:19]([CH3:33])[C:20](=[O:32])[C:21]2[CH:26]=[CH:25][C:24]([NH:27][S:28]([CH3:31])(=[O:30])=[O:29])=[CH:23][CH:22]=2)[CH:8]=[C:9]([C:11]2[C:12]([O:17]C)=[N:13][CH:14]=[CH:15][CH:16]=2)[CH:10]=1)([CH3:4])([CH3:3])[CH3:2].Br>CC(O)=O.CCOC(C)=O>[C:1]([C:5]1[C:6]([O:34][CH3:35])=[C:7]([N:19]([CH3:33])[C:20](=[O:32])[C:21]2[CH:22]=[CH:23][C:24]([NH:27][S:28]([CH3:31])(=[O:29])=[O:30])=[CH:25][CH:26]=2)[CH:8]=[C:9]([C:11]2[C:12](=[O:17])[NH:13][CH:14]=[CH:15][CH:16]=2)[CH:10]=1)([CH3:4])([CH3:2])[CH3:3]. Isolated yield 94.0%. Product: C(C)(C)(C)C=1C(=C(C=C(C1)C=1C(NC=CC1)=O)N(C(C1=CC=C(C=C1)NS(=O)(=O)C)=O)C)OC (N-[3-tert-butyl-2-methoxy-5-(2-oxo-1,2-dihydropyridin-3-yl)phenyl]-4-methanesulfonylamino-N-methylbenzamide). Run in CCOC(=O)C (EtOAc), CC(=O)O (HOAc). Run at temperature 60 celsius.